From a dataset of the Open Reaction Database (ORD), a public repository of structured organic reaction records. describe an organic reaction: reactants, conditions, products, and yield The reactants are OC=C1C(C2=CC(=CC=C2C1(C)C)C)=O (2-hydroxymethylene-3,3,6-trimethyl-1-indanone), N(N)C[C@@H](C)O ((R)-1-hydrazino-2-propanol), O (water), C1(=CC=CC=C1)C (toluene). Reagents/catalysts: C1(=CC=C(C=C1)S(=O)(=O)O)C (p-toluenesulfonic acid). Product: CC1(C=CC(=C2C=C3N(N=CC3=C12)C[C@@H](C)O)C)C ((R)-1-(4,4,7-trimethyl-1,4-dihydro-indeno[2,1-c]pyrazol-1-yl)-propan-2-ol). The yield is 89.0%. As a reaction SMILES: OC=[C:3]1[C:11]([CH3:13])([CH3:12])[C:10]2[C:5](=C[C:7](C)=[CH:8][CH:9]=2)[C:4]1=O.[NH:16]([CH2:18][C@H:19](O)[CH3:20])[NH2:17].[OH2:22].[C:23]1(C)[CH:28]=CC=C[CH:24]=1>C1(C)C=CC(S(O)(=O)=O)=CC=1>[CH3:13][C:11]1([CH3:12])[C:3]2[C:20]([CH:19]=[C:18]3[C:4]=2[CH:5]=[N:17][N:16]3[CH2:24][C@H:23]([OH:22])[CH3:28])=[C:8]([CH3:7])[CH:9]=[CH:10]1. Reported procedure: A solution of 0.7g (3.5 mmol) of 2-hydroxymethylene-3,3,6-trimethyl-1-indanone, 0.37 g (4.1 mmol) of (R)-1-hydrazino-2-propanol and 50 mg of p-toluenesulfonic acid in 50 ml of anhydrous toluene was heated on a water separator for 2 hours. After concentration in a vacuum, the reaction mixture was purified by column chromatography on silica gel (ethyl acetate). 0.8 g (89%) of (R)-1-(4,4,7-trimethyl-1,4-dihydro-indeno[2,1-c]pyrazol-1-yl)-propan-2-ol was obtained as a yellow oil which was used direc... The reactants are CCI, CCOC(=O)C=Cc1ccc(O)c(OC)c1. Yields the product CCOC(=O)C=Cc1ccc(OCC)c(OC)c1. RXN SMILES: [CH2:17]([CH3:18])[I:19].[OH:1][c:2]1[c:3]([O:15][CH3:16])[cH:4][c:5]([CH:6]=[CH:7][C:8](=[O:9])[O:10][CH2:11][CH3:12])[cH:13][cH:14]1>>[O:1]([c:2]1[c:3]([O:15][CH3:16])[cH:4][c:5]([CH:6]=[CH:7][C:8](=[O:9])[O:10][CH2:11][CH3:12])[cH:13][cH:14]1)[CH2:17][CH3:18]. Reactants: CCN(C(C)C)C(C)C, ClCC=Cc1ccccc1, CC(N)c1ccccc1, Cc1ccccc1. The product is CC(NCC=Cc1ccccc1)c1ccccc1. Reaction SMILES: [CH2:10]([N:11]([CH:12]([CH3:13])[CH3:14])[CH:15]([CH3:16])[CH3:17])[CH3:18].[CH2:19]([CH:20]=[CH:21][c:22]1[cH:23][cH:24][cH:25][cH:26][cH:27]1)[Cl:28].[CH3:1][CH:2]([c:3]1[cH:4][cH:5][cH:6][cH:7][cH:8]1)[NH2:9].[CH3:29][c:30]1[cH:31][cH:32][cH:33][cH:34][cH:35]1>>[CH3:1][CH:2]([c:3]1[cH:4][cH:5][cH:6][cH:7][cH:8]1)[NH:9][CH2:19][CH:20]=[CH:21][c:22]1[cH:23][cH:24][cH:25][cH:26][cH:27]1. Starting materials: C(CCC)(=O)OC(C(C)C)OC(=S)C (2-Methyl-1-methylthiocarbonyloxypropyl butanoate), P(=O)([O-])([O-])[O-] (phosphate). The solvent is C(C)(C)OC(C)C (diisopropyl ether), CCOCC (ether). Conditions: time 24 hour. Product: C(CCC)(=O)O[C@@H](C(C)C)OC(=S)C ((1R)-2-Methyl-1-methylthiocarbonyloxypropyl butanoate). The yield is 32.0%. As a reaction SMILES: [C:1]([O:6][CH:7]([O:11][C:12]([CH3:14])=[S:13])[CH:8]([CH3:10])[CH3:9])(=[O:5])[CH2:2][CH2:3][CH3:4].P([O-])([O-])([O-])=O>C(OC(C)C)(C)C.CCOCC>[C:1]([O:6][C@H:7]([O:11][C:12]([CH3:14])=[S:13])[CH:8]([CH3:10])[CH3:9])(=[O:5])[CH2:2][CH2:3][CH3:4]. Reported procedure: To a solution of 2-methyl-1-methylthiocarbonyloxypropyl butanoate (2d) (0.5 g) in 2 mL of diisopropyl ether, 0.025 g of lipase from Candida rugosa was added, followed by 10 mL of phosphate buffer. The mixture was stirred at room temperature for ca. 24 hrs. The reaction mixture was diluted with ether and the organic solution filtered through a pad of CELITE® 545. The ether solution was washed with water (2 times) and brine, and dried over anhydrous sodium sulfate (Na2SO4). The solvent was evapora... Reactants: CCOC(=O)CC(=O)OCC, Cc1ccccc1, O=[N+]([O-])c1cccnc1Cl, [Na]. Product: Cc1ncccc1[N+](=O)[O-]. RXN SMILES: [C:1]([O:2][CH2:3][CH3:4])(=[O:5])[CH2:6][C:7]([O:8][CH2:9][CH3:10])=[O:11].[CH3:23][c:24]1[cH:25][cH:26][cH:27][cH:28][cH:29]1.[Cl:13][c:14]1[n:15][cH:16][cH:17][cH:18][c:19]1[N+:20](=[O:21])[O-:22].[Na:12]>>[CH3:1][c:14]1[n:15][cH:16][cH:17][cH:18][c:19]1[N+:20](=[O:21])[O-:22].